From a dataset of the Open Reaction Database (ORD), a public repository of structured organic reaction records. describe an organic reaction: reactants, conditions, products, and yield Reactants: Cl.O1CCOCC1 (HCl dioxane), C=1(C(=CC=CC1)C(=O)CN1C(C(CN(C2=C1C=CC=C2)C(=O)C21CC3CC(CC(C2)C3)C1)NC(=O)OC(C)(C)C)=O)C (1-(2-toluoylmethyl)-2-oxo-3-tert-butoxycarbonylamino-5-(adamantan-1-yl)carbonyl-1,3,4,5-tetrahydro-2H-1,5-benzodiazepine). The solvent is C(C)O (ethanol). Conditions: temperature 50 celsius, time 15 minute. Product: C=1(C(=CC=CC1)C(=O)CN1C(C(CN(C2=C1C=CC=C2)C(=O)C21CC3CC(CC(C2)C3)C1)NC(=O)NC1=CC(=CC=C1)C)=O)C (1-[1-(2-toluoylmethyl)-2-oxo-5-(adamantan-1-yl)carbonyl-1,3,4,5-tetrahydro-2H-1,5-benzodiazepin-3-yl]-3-(3-methylphenyl)urea). Isolated yield 93.1%. As a reaction SMILES: Cl.O1[CH2:7][CH2:6]OCC1.[C:8]1([CH3:49])[C:9]([C:14]([CH2:16][N:17]2[C:23]3[CH:24]=[CH:25][CH:26]=[CH:27][C:22]=3[N:21]([C:28]([C:30]34[CH2:39][CH:34]5[CH2:35][CH:36]([CH2:38][CH:32]([CH2:33]5)[CH2:31]3)[CH2:37]4)=[O:29])[CH2:20][CH:19]([NH:40][C:41](OC(C)(C)C)=[O:42])[C:18]2=[O:48])=[O:15])=[CH:10][CH:11]=[CH:12][CH:13]=1>C(O)C>[C:8]1([CH3:49])[C:9]([C:14]([CH2:16][N:17]2[C:23]3[CH:24]=[CH:25][CH:26]=[CH:27][C:22]=3[N:21]([C:28]([C:30]34[CH2:37][CH:36]5[CH2:35][CH:34]([CH2:33][CH:32]([CH2:38]5)[CH2:31]3)[CH2:39]4)=[O:29])[CH2:20][CH:19]([NH:40][C:41]([NH:17][C:23]3[CH:22]=[CH:27][CH:26]=[C:6]([CH3:7])[CH:24]=3)=[O:42])[C:18]2=[O:48])=[O:15])=[CH:10][CH:11]=[CH:12][CH:13]=1 |f:0.1|. Reported procedure: 4N HCl-dioxane (5.0 ml) was added to 1-(2-toluoylmethyl)-2-oxo-3-tert-butoxycarbonylamino-5-(adamantan-1-yl)carbonyl-1,3,4,5-tetrahydro-2H-1,5-benzodiazepine (400 mg) in anhydrous ethanol (15 ml), and the mixture was stirred at 50° C. for 15 minutes. The reaction mixture was concentrated under reduced pressure, and saturated aqueous sodium bicarbonate was added to the residue, followed by extraction with methylene chloride. The organic layer was dried over anhydrous sodium sulfate, and the solve... The reactants are ClC=1N=C(SC1CC1=CNC2=NC=CC=C21)NCC2=CC=C(C=C2)F ([4-Chloro-5-(1H-pyrrolo[2,3-b]pyridin-3-ylmethyl)-thiazol-2-yl]-(4-fluoro-benzyl)-amine), C(C)[Mg]Br (ethyl magnesium bromide), O1CCCC1 (Tetrahydrofuran), ClCCl (dichloromethane). The reagents and catalysts are Cl[Pd]Cl.C1(=CC=CC=C1)P([C-]1C=CC=C1)C1=CC=CC=C1.[C-]1(C=CC=C1)P(C1=CC=CC=C1)C1=CC=CC=C1.[Fe+2] ([1,1′-bis(diphenyl phosphino) ferrocene] dichloro palladium (II)). Run in C1(=CC=CC=C1)C (toluene), CCOCC (ether), C1(=CC=CC=C1)C (toluene). Conditions: temperature 60 celsius, time 10 minute. Yields the product C(C)C=1N=C(SC1CC1=CNC2=NC=CC=C21)NCC2=CC=C(C=C2)F ([4-ethyl-5-(1H-pyrrolo[2,3-b]pyridin-3-ylmethyl)-thiazol-2-yl]-(4-fluoro-benzyl)-amine). RXN SMILES: ClCCl.Cl[C:5]1[N:6]=[C:7]([NH:20][CH2:21][C:22]2[CH:27]=[CH:26][C:25]([F:28])=[CH:24][CH:23]=2)[S:8][C:9]=1[CH2:10][C:11]1[C:19]2[C:14](=[N:15][CH:16]=[CH:17][CH:18]=2)[NH:13][CH:12]=1.[CH2:29]([Mg]Br)[CH3:30].O1CCCC1>C1(C)C=CC=CC=1.CCOCC.Cl[Pd]Cl.C1(P(C2C=CC=CC=2)[C-]2C=CC=C2)C=CC=CC=1.[C-]1(P(C2C=CC=CC=2)C2C=CC=CC=2)C=CC=C1.[Fe+2]>[CH2:29]([C:5]1[N:6]=[C:7]([NH:20][CH2:21][C:22]2[CH:27]=[CH:26][C:25]([F:28])=[CH:24][CH:23]=2)[S:8][C:9]=1[CH2:10][C:11]1[C:19]2[C:14](=[N:15][CH:16]=[CH:17][CH:18]=2)[NH:13][CH:12]=1)[CH3:30] |f:6.7.8.9|. Reported procedure: Into a round bottom flask, under an atmosphere of nitrogen, [1,1′-bis(diphenyl phosphino) ferrocene] dichloro palladium (II), complex with dichloromethane (1:1), was placed with toluene (15 mL, 140 mmol). [4-Chloro-5-(1H-pyrrolo[2,3-b]pyridin-3-ylmethyl)-thiazol-2-yl]-(4-fluoro-benzyl)-amine (P-0156, 145 mg, 0.4 mmol) was added in 5 ml of toluene at room temperature. The mixture was stirred for 10 minutes. To the stirring reaction, a solution of 3.13 M ethyl magnesium bromide in ether (1.86 mL) ... The reactants are Cl.C1(CC1)CN1[C@@H](CCC1)CNC1=NC=C(N(C1=O)CC(=O)O)C (2-[5-({[(2S)-1-(cyclopropylmethyl)pyrrolidinyl]methyl}amino)-2-methyl-6-oxo-1(6H)-pyrazinyl]acetic acid hydrochloride), CC1=CNC2=CC=C(C=C12)CN ((3-methyl-1H-indol-5-yl)methylamine), C=1C=CC2=C(C1)N=NN2O (HOBT), Cl (HCl), CN1CCOCC1 (N-methylmorpholine). The product is N (ammonia), C1(CC1)CN1[C@@H](CCC1)CNC=1C(N(C(=CN1)C)CC(=O)NCC=1C=C2C(=CNC2=CC1)C)=O (2-[3-({[(2S)-1-(Cyclopropylmethyl)pyrrolidinyl]methyl}amino)-6-methyl-2-oxo-1(2H)-pyrazinyl]-N-[(3-methyl-1H-indol-5-yl)methyl]acetamide). Run in CN(C=O)C (N,N-dimethylformamide). RXN SMILES: Cl.[CH:2]1([CH2:5][N:6]2[CH2:10][CH2:9][CH2:8][C@H:7]2[CH2:11][NH:12][C:13]2[C:18](=[O:19])[N:17]([CH2:20][C:21]([OH:23])=O)[C:16]([CH3:24])=[CH:15][N:14]=2)[CH2:4][CH2:3]1.[CH3:25][C:26]1[C:34]2[C:29](=[CH:30][CH:31]=[C:32]([CH2:35][NH2:36])[CH:33]=2)[NH:28][CH:27]=1.C1C=CC2N(O)N=NC=2C=1.Cl.CN1CCOCC1>CN(C)C=O>[NH3:6].[CH:2]1([CH2:5][N:6]2[CH2:10][CH2:9][CH2:8][C@H:7]2[CH2:11][NH:12][C:13]2[C:18](=[O:19])[N:17]([CH2:20][C:21]([NH:36][CH2:35][C:32]3[CH:33]=[C:34]4[C:29](=[CH:30][CH:31]=3)[NH:28][CH:27]=[C:26]4[CH3:25])=[O:23])[C:16]([CH3:24])=[CH:15][N:14]=2)[CH2:3][CH2:4]1 |f:0.1|. Procedure: A mixture of 2-[5-({[(2S)-1-(cyclopropylmethyl)pyrrolidinyl]methyl}amino)-2-methyl-6-oxo-1(6H)-pyrazinyl]acetic acid hydrochloride (preparation 76) (380 mg, 1.07 mmol), (3-methyl-1H-indol-5-yl)methylamine (preparation 36) (171 mg, 1.07 mmol), HOBT (216 mg, 1.60 mmol), WSCDI.HCl (255 mg, 1.33 mmol) and N-methylmorpholine (0.38 ml, 3.46 mmol) in N,N-dimethylformamide (4 ml), was stirred at room temperature for 24 hrs under a nitrogen atmosphere. The reaction mixture was evaporated under reduced pr... Isolated yield 58.6%. Starting materials: [Sn](Cl)Cl (tin (II) chloride), ClC1=NC=NC(=C1[N+](=O)[O-])Cl (4,6-dichloro-5-nitropyrimidine), C(C)N(CCNCC1=CC=CC=C1)CC (N,N-diethyl-N'-benzylethylenediamine), C(=O)(N1C=NC=C1)N1C=NC=C1 (carbonyidiimidazole), C(C1=CC=CC=C1)(C1=CC=CC=C1)(C1=CC=CC=C1)N1C=NC(=C1)CC (1-trityl-4-ethylimidazole), Cl (HCl). The product is C(C)C1=CN=C2C(NC=3C(=NC=NC3N21)NCCN(CC)CC)=O (9-Ethyl-4-[(2-(diethylamino)ethyl)amino]imidazo[2,1-h]pteridin-6(5H)-one). Procedure details: Prepared by reaction of 4,6-dichloro-5-nitropyrimidine with N,N-diethyl-N'-benzylethylenediamine, followed by displacement with 1-trityl-4-ethylimidazole, reduction with tin (II) chloride, cyclization with carbonyidiimidazole and deprotection with 6 N HCl. Reaction SMILES: Cl[C:2]1[C:7]([N+:8]([O-])=O)=[C:6](Cl)[N:5]=[CH:4][N:3]=1.[CH2:12]([N:14]([CH2:25][CH3:26])[CH2:15][CH2:16][NH:17]CC1C=CC=CC=1)[CH3:13].C([N:46]1[CH:50]=[C:49]([CH2:51][CH3:52])[N:48]=[CH:47]1)(C1C=CC=CC=1)(C1C=CC=CC=1)C1C=CC=CC=1.[Sn](Cl)Cl.[C:56](N1C=CN=C1)(N1C=CN=C1)=[O:57].Cl>>[CH2:51]([C:49]1[N:48]2[C:47]([C:56](=[O:57])[NH:8][C:7]3[C:2]([NH:17][CH2:16][CH2:15][N:14]([CH2:12][CH3:13])[CH2:25][CH3:26])=[N:3][CH:4]=[N:5][C:6]=32)=[N:46][CH:50]=1)[CH3:52]. Solvent: C(Cl)Cl (CH2Cl2), CS(=O)C.CO (DMSO MeOH), C(Cl)Cl (CH2Cl2), C(Cl)Cl (CH2Cl2). Reaction SMILES: [I-].[CH2:2]([N+:6]1[C:10]([CH3:11])=[CH:9][S:8][C:7]=1[CH3:12])[CH2:3][CH2:4][CH3:5].[Cl:13][C:14]1[C:15]2[CH:25]=[CH:24][CH:23]=[CH:22][C:16]=2[S:17][C:18]=1[C:19](Cl)=[O:20]>C(Cl)Cl.CN(C1C=CN=CC=1)C.CS(C)=O.CO>[CH2:2]([N:6]1[C:10]([CH3:11])=[CH:9][S:8]/[C:7]/1=[CH:12]\[C:19]([C:18]1[S:17][C:16]2[CH:22]=[CH:23][CH:24]=[CH:25][C:15]=2[C:14]=1[Cl:13])=[O:20])[CH2:3][CH2:4][CH3:5] |f:0.1,5.6|. Reagents/catalysts: CN(C)C=1C=CN=CC1 (DMAP). The reactants are [I-].C(CCC)[N+]1=C(SC=C1C)C (3-butyl-2,4-dimethylthiazol-3-ium iodide), ClC=1C2=C(SC1C(=O)Cl)C=CC=C2 (3-chlorobenzo[b]thiophene-2-carbonyl chloride). Reported procedure: In a 20 mL vial a solution of 3-butyl-2,4-dimethylthiazol-3-ium iodide (47.92 mg, 0.16 mmol) dissolved in CH2Cl2 (0.5 mL) was added, followed by the addition of DMAP (49.24 mg, 0.40 mmol) dissolved in CH2Cl2 (0.8 mL). Then, to the solution was added 3-chlorobenzo[b]thiophene-2-carbonyl chloride (37.0 mg, 0.16 mmol) dissolved in CH2Cl2 (0.5 mL). The vial was capped and shaken overnight at room temperature. The residue was dissolved in 1:1 DMSO/MeOH and purified by reverse phase HPLC using a metho... Reaction conditions: time 8 hour. Yields the product C(CCC)N1/C(/SC=C1C)=C/C(=O)C=1SC2=C(C1Cl)C=CC=C2 ((2Z)-2-(3-butyl-4-methyl-1,3-thiazol-2(3H)-ylidene)-1-(3-chloro-1-benzothien-2-yl)ethanone). Reactants: CC(=O)C (acetone), C(C1=CC=CC=C1)C1(N2C(C3=CC=CC=C13)=NC=C2)C2=CC=C(C=C2)Br (5-benzyl-5-(4-bromophenyl)-5H-imidazo[2,1-a]isoindole), CC(=O)C (acetone), [Li]CCCC (n-BuLi). The solvent is C1CCOC1 (THF). Run at temperature -78 celsius. Product: C(C1=CC=CC=C1)C1(N2C(C3=CC=CC=C13)=NC=C2)C2=CC=C(C=C2)C(C)(C)O (2-[4-(5-benzyl-5H-imidazo[2,1-a]isoindol-5-yl)phenyl]propan-2-ol). Reaction SMILES: [CH2:1]([C:8]1([C:20]2[CH:25]=[CH:24][C:23](Br)=[CH:22][CH:21]=2)[C:16]2[C:11](=[CH:12][CH:13]=[CH:14][CH:15]=2)[C:10]2=[N:17][CH:18]=[CH:19][N:9]12)[C:2]1[CH:7]=[CH:6][CH:5]=[CH:4][CH:3]=1.[Li]CCCC.[CH3:32][C:33]([CH3:35])=[O:34]>C1COCC1>[CH2:1]([C:8]1([C:20]2[CH:25]=[CH:24][C:23]([C:33]([OH:34])([CH3:35])[CH3:32])=[CH:22][CH:21]=2)[C:16]2[C:11](=[CH:12][CH:13]=[CH:14][CH:15]=2)[C:10]2=[N:17][CH:18]=[CH:19][N:9]12)[C:2]1[CH:7]=[CH:6][CH:5]=[CH:4][CH:3]=1. Procedure details: A suspension of 5-benzyl-5-(4-bromophenyl)-5H-imidazo[2,1-a]isoindole (100 mg) in THF (3 mL) was cooled to −78° C. and n-BuLi solution (0.234 mL, 1.6 M in hexane) was added slowly. After stirring for 10 minutes acetone (29 mg) was added to the resulting red solution. After 30 min of the addition of acetone, reaction was quenched with aqueous saturated NH4Cl. The reaction mixture was partitioned between saturated aqueous NH4Cl and EtOAc. Starting materials: C(C)(C)(C)OC(=O)N1CCC(CC1)N1N=CC=2C1=NC=NC2Cl (4-(4-chloro-pyrazolo[3,4-d]pyrimidin-1-yl)-piperidine-1-carboxylic acid tert-butyl ester), C(C)(C)(C)OC(=O)N1CCC(CC1)N1N=CC=2C1=NC=NC2Cl (4-(4-chloro-pyrazolo[3,4-d]pyrimidin-1-yl)-piperidine-1-carboxylic acid tert-butyl ester), N1(N=NN=C1)C1=CC=C(C=C1)O (4-tetrazol-1-yl-phenol), C([O-])([O-])=O.[K+].[K+] (potassium carbonate). Product: C(C)(C)(C)OC(=O)N1CCC(CC1)N1N=CC=2C1=NC=NC2OC2=CC=C(C=C2)N2N=NN=C2 (4-[4-(4-Tetrazol-1-yl-phenoxy)-pyrazolo[3,4-d]pyrimidin-1-yl]-piperidine-1-carboxylic acid tert-butyl ester). Isolated yield 7.2%. As a reaction SMILES: [C:1]([O:5][C:6]([N:8]1[CH2:13][CH2:12][CH:11]([N:14]2[C:18]3=[N:19][CH:20]=[N:21][C:22](Cl)=[C:17]3[CH:16]=[N:15]2)[CH2:10][CH2:9]1)=[O:7])([CH3:4])([CH3:3])[CH3:2].[N:24]1([C:29]2[CH:34]=[CH:33][C:32]([OH:35])=[CH:31][CH:30]=2)[CH:28]=[N:27][N:26]=[N:25]1.C(=O)([O-])[O-].[K+].[K+]>>[C:1]([O:5][C:6]([N:8]1[CH2:13][CH2:12][CH:11]([N:14]2[C:18]3=[N:19][CH:20]=[N:21][C:22]([O:35][C:32]4[CH:33]=[CH:34][C:29]([N:24]5[CH:28]=[N:27][N:26]=[N:25]5)=[CH:30][CH:31]=4)=[C:17]3[CH:16]=[N:15]2)[CH2:10][CH2:9]1)=[O:7])([CH3:4])([CH3:3])[CH3:2] |f:2.3.4|. Reported procedure: 4-[4-(4-Tetrazol-1-yl-phenoxy)-pyrazolo[3,4-d]pyrimidin-1-yl]-piperidine-1-carboxylic acid tert-butyl ester (6 mg, 7%) was prepared using the procedure described for the preparation of Example 41 by the reaction of 4-(4-chloro-pyrazolo[3,4-d]pyrimidin-1-yl)-piperidine-1-carboxylic acid tertbutyl ester (Intermediate 19; 60 mg, 0.18 mmol) with 4-tetrazol-1-yl-phenol (Enamine Ltd., Kiev, Ukraine; 29 mg, 0.18 mmol) in the presence of potassium carbonate (54 mg, 0.39 mmol). Reactants: CC(C)C[AlH]CC(C)C (DIBAH), [OH-].[Na+] (NaOH), C(=O)(O)[O-].[Na+] (NaHCO3), CC1=CN=C(S1)C=1C=C(C(=O)OCC)C=CC1 (ethyl 3-(5-methylthiazol-2-yl)benzoate). Run in C1(=CC=CC=C1)C (toluene), O (water), C1(=CC=CC=C1)C (toluene). Run at temperature -78 celsius, time 5 minute. Yields the product CC1=CN=C(S1)C=1C=C(C=CC1)CO ((3-(5-methylthiazol-2-yl)phenyl)methanol). Reaction SMILES: [CH3:1][C:2]1[S:6][C:5]([C:7]2[CH:8]=[C:9]([CH:15]=[CH:16][CH:17]=2)[C:10](OCC)=[O:11])=[N:4][CH:3]=1.CC(C[AlH]CC(C)C)C.[OH-].[Na+].C([O-])(O)=O.[Na+]>C1(C)C=CC=CC=1.O>[CH3:1][C:2]1[S:6][C:5]([C:7]2[CH:8]=[C:9]([CH2:10][OH:11])[CH:15]=[CH:16][CH:17]=2)=[N:4][CH:3]=1 |f:2.3,4.5|. Procedure: A cooled (−78° C.) solution of ethyl 3-(5-methylthiazol-2-yl)benzoate (388 mg; 1.57 mmol) in anh. toluene (4 ml) was treated with a solution of 1 M DIBAH in toluene (4.71 ml; 4.71 mmol), and the resulting mixture was further stirred at −78° C., under nitrogen, for 5 min., and then at 0° C. for 30 min. The obtained mixture was then treated successively with water (35 ml), 1 M aq. NaOH (11 ml), and aq. sat. NaHCO3 (30 ml). The separated aq. layer was further extracted with Et2O (2×100 ml). The mix... Starting materials: [Al+3], CCOCC, CCOC(C)=O, COC(C)(C)C, CCOC(=O)c1nc(-c2ccc(C)cc2)oc1C, [H-], [H-], [H-], [H-], [K+], [Li+], [Mg+2], O=S(=O)([O-])[O-], [OH-]. The product is Cc1ccc(-c2nc(CO)c(C)o2)cc1. RXN SMILES: [Al+3:2].[CH3:33][CH2:34][O:35][CH2:36][CH3:37].[CH3:38][CH2:39][O:40][C:41](=[O:42])[CH3:43].[CH3:44][O:45][C:46]([CH3:47])([CH3:48])[CH3:49].[CH3:7][c:8]1[c:9]([C:20](=[O:21])[O:22][CH2:23][CH3:24])[n:10][c:11](-[c:13]2[cH:14][cH:15][c:16]([CH3:19])[cH:17][cH:18]2)[o:12]1.[H-:1].[H-:4].[H-:5].[H-:6].[K+:32].[Li+:3].[Mg+2:25].[O-:26][S:27]([O-:28])(=[O:29])=[O:30].[OH-:31]>>[CH3:7][c:8]1[c:9]([CH2:20][OH:21])[n:10][c:11](-[c:13]2[cH:14][cH:15][c:16]([CH3:19])[cH:17][cH:18]2)[o:12]1.